Dataset: the Open Reaction Database (ORD), a public repository of structured organic reaction records. Task: describe an organic reaction: reactants, conditions, products, and yield The reactants are C1CCCCC1, CS(=O)(=O)O, Oc1ccccc1, O=C(O)c1ccc(O)cc1. The product is O=C(c1ccc(O)cc1)c1ccc(O)cc1. Reaction SMILES: [CH2:23]1[CH2:24][CH2:25][CH2:26][CH2:27][CH2:28]1.[CH3:18][S:19]([OH:20])(=[O:21])=[O:22].[OH:11][c:12]1[cH:13][cH:14][cH:15][cH:16][cH:17]1.[OH:1][c:2]1[cH:3][cH:4][c:5]([C:6](=[O:7])[OH:8])[cH:9][cH:10]1>>[OH:1][c:2]1[cH:3][cH:4][c:5]([C:6](=[O:7])[c:15]2[cH:14][cH:13][c:12]([OH:11])[cH:17][cH:16]2)[cH:9][cH:10]1. Starting materials: ClC1=C(C#N)C=CC(=C1)F (2-chloro-4-fluorobenzonitrile), FC1=CC=C(C[C@H](N)C(=O)O)C=C1 (4-fluorophenylalanine), C([O-])([O-])=O.[Cs+].[Cs+] (cesium carbonate), C(C)(=O)OCC (ethyl acetate). The solvent is CS(=O)C (dimethyl sulfoxide). Reaction conditions: temperature 90 celsius, time 8 hour. The product is ClC=1C=C(C=CC1C#N)N[C@@H](CC1=CC=C(C=C1)F)C(=O)O (N-(3-chloro-4-cyanophenyl)-4-fluorophenylalanine). Isolated yield 100.1%. Reaction SMILES: [Cl:1][C:2]1[CH:9]=[C:8](F)[CH:7]=[CH:6][C:3]=1[C:4]#[N:5].[F:11][C:12]1[CH:23]=[CH:22][C:15]([CH2:16][C@@H:17]([C:19]([OH:21])=[O:20])[NH2:18])=[CH:14][CH:13]=1.C(=O)([O-])[O-].[Cs+].[Cs+].C(OCC)(=O)C>CS(C)=O>[Cl:1][C:2]1[CH:9]=[C:8]([NH:18][C@H:17]([C:19]([OH:21])=[O:20])[CH2:16][C:15]2[CH:14]=[CH:13][C:12]([F:11])=[CH:23][CH:22]=2)[CH:7]=[CH:6][C:3]=1[C:4]#[N:5] |f:2.3.4|. Procedure: To a solution of 2-chloro-4-fluorobenzonitrile (1.8 g) in dimethyl sulfoxide (30 mL) were added 4-fluorophenylalanine (2.54 g) and cesium carbonate (4.90 g), and the mixture was stirred at 90° C. overnight. After allowing to room temperature, ethyl acetate was added, and the mixture was extracted twice with saturated aqueous sodium hydrogen carbonate solution. The aqueous layers were combined, and acidified with citric acid, and the mixture was extracted twice with ethyl acetate. The organic lay... Yields the product C(\C=C/C(=O)O)(=O)O.CC(C)N1CCC(CC1)OC(N(C1=C(C=CC=C1)C1=NC(=NO1)C)C)=O ([1-(1-Methylethyl)-4-piperidinyl]methyl[2-(3-methyl-1,2,4-oxadiazol-5-yl)phenyl]carbamate Maleate). The reactants are CC(C)N1CCC(CC1)OC(N(C1=C(C=CC=C1)C1=NC(=NO1)C)C)=O ([1-(1-methylethyl)-4-piperidinyl]methyl[2-(3-methyl-1,2,4-oxadiazol-5-yl)phenyl]carbamate), C(C)(=O)OCC (ethyl acetate), C(\C=C/C(=O)O)(=O)O (maleic acid). Run in CO (methanol). The yield is 70.9%. Procedure details: To a warm solution of [1-(1-methylethyl)-4-piperidinyl]methyl[2-(3-methyl-1,2,4-oxadiazol-5-yl)phenyl]carbamate (120 mg) in the minimum amount of ethyl acetate was added a solution of maleic acid (36.9 mg) in the minimum amount of warm methanol (2 ml). Concentration in vacuo left a white oily residue which was triturated twice in ether (10 ml). The resulting white powder was filtered and dried in vacuo to yield the title compound as a light brown solid (107 mg), m.p. 89°-93°. Reaction SMILES: [CH3:1][CH:2]([N:4]1[CH2:9][CH2:8][CH:7]([O:10][C:11](=[O:26])[N:12]([CH3:25])[C:13]2[CH:18]=[CH:17][CH:16]=[CH:15][C:14]=2[C:19]2[O:23][N:22]=[C:21]([CH3:24])[N:20]=2)[CH2:6][CH2:5]1)[CH3:3].C(OCC)(=O)C.[C:33]([OH:40])(=[O:39])/[CH:34]=[CH:35]\[C:36]([OH:38])=[O:37]>CO>[C:33]([OH:40])(=[O:39])/[CH:34]=[CH:35]\[C:36]([OH:38])=[O:37].[CH3:3][CH:2]([N:4]1[CH2:9][CH2:8][CH:7]([O:10][C:11](=[O:26])[N:12]([CH3:25])[C:13]2[CH:18]=[CH:17][CH:16]=[CH:15][C:14]=2[C:19]2[O:23][N:22]=[C:21]([CH3:24])[N:20]=2)[CH2:6][CH2:5]1)[CH3:1] |f:4.5|. Run in C1(=CC=CC=C1)C (toluene). RXN SMILES: [CH2:1]1[C:14]2[C:5](=[N:6][C:7]3[C:12]([C:13]=2[NH2:15])=[CH:11][CH:10]=[CH:9][CH:8]=3)[CH2:4][CH2:3][CH2:2]1.N1CCOCC1.[F:22][C:23]([F:33])([F:32])[C:24]1[CH:31]=[CH:30][C:27]([CH:28]=O)=[CH:26][CH:25]=1>C1(C)C=CC=CC=1>[F:22][C:23]([F:32])([F:33])[C:24]1[CH:25]=[CH:26][C:27]([CH:28]=[N:15][C:13]2[C:12]3[C:7]([N:6]=[C:5]4[C:14]=2[CH2:1][CH2:2][CH2:3][CH2:4]4)=[CH:8][CH:9]=[CH:10][CH:11]=3)=[CH:30][CH:31]=1. Procedure details: 1,2,3,4-Tetrahydro-9-acridinamine (4.00 g) was refluxed for twenty-four (24) hours in 400 ml of toluene that contained morpholine (3.50 g) and 4-trifluoromethylbenzaldehyde (4.35 g). At this time, an additional 2.0 g of aldehyde was added and reflux was continued for another sixteen (16) hours. At the end of this time the reaction mixture was concentrated and the residue was purified by flash chromatography (CH2Cl2, then 20% EtOAc/CH2Cl2). Fractions containing the product were concentrated and r... The reactants are C1CCCC2=NC3=CC=CC=C3C(=C12)N (1,2,3,4-Tetrahydro-9-acridinamine), ( 24 ), FC(C1=CC=C(C=O)C=C1)(F)F (4-trifluoromethylbenzaldehyde), aldehyde, N1CCOCC1 (morpholine), ( 16 ). Product: FC(C1=CC=C(C=C1)C=NC=1C2=CC=CC=C2N=C2CCCCC12)(F)F (N-[(4-Trifluoromethylphenyl)methylene]-1,2,3,4-tetrahydro-9-acridinamine).